From a dataset of the Open Reaction Database (ORD), a public repository of structured organic reaction records. describe an organic reaction: reactants, conditions, products, and yield Starting materials: C(C)(C)(C)C=1C=C(C=C(C1O)C(C)(C)C)CCC(C)=O (4-(3,5-di-t-butyl-4-hydroxyphenyl) butane-2-one). The reagents and catalysts are [Cr](=O)([O-])[O-].[Cu+2] (copper chromite). The solvent is C(C)O (ethanol). Reaction conditions: time 3 hour. Yields the product C(C)(C)(C)C=1C=C(C=C(C1O)C(C)(C)C)CCC(C)O (4(3,5-di-t-butyl-4-hydroxyphenyl) butane-2-ol), product. Yield: 97.0%. Reaction SMILES: [C:1]([C:5]1[CH:6]=[C:7]([CH2:16][CH2:17][C:18](=[O:20])[CH3:19])[CH:8]=[C:9]([C:12]([CH3:15])([CH3:14])[CH3:13])[C:10]=1[OH:11])([CH3:4])([CH3:3])[CH3:2]>C(O)C.[Cr]([O-])([O-])=O.[Cu+2]>[C:12]([C:9]1[CH:8]=[C:7]([CH2:16][CH2:17][CH:18]([OH:20])[CH3:19])[CH:6]=[C:5]([C:1]([CH3:3])([CH3:2])[CH3:4])[C:10]=1[OH:11])([CH3:15])([CH3:13])[CH3:14] |f:2.3|. Procedure: 4(3,5-di-t-butyl-4-hydroxyphenyl) butane-2-ol was prepared by catalytic hydrogenation of 84.8 grams of 4-(3,5-di-t-butyl-4-hydroxyphenyl) butane-2-one in 400 milliliters of ethanol solvent in the presence of 10 grams of copper chromite catalyst at 150° C., and 1000 pounds per square inch pressure in a 1-liter autoclave. Reduction was complete in three hours. The catalyst was filtered off and the filtrate was evaporated. The residue was crystallized by the addition of hexane to yield 82.9 grams o... The reactants are CCN=C=NCCCN(C)C, O=C(O)c1cc2cc(Cl)ccc2[nH]1, Cl, NC1Cc2ccccc2NC1=O, CN(C)C=O, On1nnc2ccccc21. Yields the product O=C(NC1Cc2ccccc2NC1=O)c1cc2cc(Cl)ccc2[nH]1. As a reaction SMILES: [CH3:27][CH2:28][N:29]=[C:30]=[N:31][CH2:32][CH2:33][CH2:34][N:35]([CH3:36])[CH3:37].[Cl:1][c:2]1[cH:3][c:4]2[cH:5][c:6]([C:11](=[O:12])[OH:13])[nH:7][c:8]2[cH:9][cH:10]1.[ClH:14].[NH2:15][CH:16]1[C:17](=[O:26])[NH:18][c:19]2[cH:20][cH:21][cH:22][cH:23][c:24]2[CH2:25]1.[O:48]=[CH:49][N:50]([CH3:51])[CH3:52].[OH:38][n:39]1[c:40]2[c:41]([cH:42][cH:43][cH:44][cH:45]2)[n:46][n:47]1>>[Cl:1][c:2]1[cH:3][c:4]2[cH:5][c:6]([C:11](=[O:13])[NH:15][CH:16]3[C:17](=[O:26])[NH:18][c:19]4[cH:20][cH:21][cH:22][cH:23][c:24]4[CH2:25]3)[nH:7][c:8]2[cH:9][cH:10]1. The product is C(C=C)OC(C(C)(C)OC(C1=C(C=CC(=C1)N)Cl)=O)=O (2-(2-chloro-5amino-benzoyloxy)-2-methyl-propionic Acid Allyl Ester). Reaction conditions: time 10 minute. RXN SMILES: [CH2:1]([O:4][C:5](=[O:22])[C:6]([O:9][C:10](=[O:21])[C:11]1[CH:16]=[C:15]([N+:17]([O-])=O)[CH:14]=[CH:13][C:12]=1[Cl:20])([CH3:8])[CH3:7])[CH:2]=[CH2:3].C1(C)C=CC=CC=1.[PH2](O)=O>[Pt].[C].[V].O>[CH2:1]([O:4][C:5](=[O:22])[C:6]([O:9][C:10](=[O:21])[C:11]1[CH:16]=[C:15]([NH2:17])[CH:14]=[CH:13][C:12]=1[Cl:20])([CH3:8])[CH3:7])[CH:2]=[CH2:3] |f:3.4|. Run in O (water). The reactants are [PH2](=O)O (hypophosphorous acid), C(C=C)OC(C(C)(C)OC(C1=C(C=CC(=C1)[N+](=O)[O-])Cl)=O)=O (2-(2-chloro-5-nitrobenzoyloxy)-2-methyl-propionic acid allyl ester), C1(=CC=CC=C1)C (toluene). Reagents/catalysts: [Pt].[C] (platinum carbon), [V] (vanadium). Procedure details: 0.9 g of vanadium-containing active carbon prepared according to Example A1 is added to a solution of 16.1 g of 2-(2-chloro-5-nitrobenzoyloxy)-2-methyl-propionic acid allyl ester and 100 mg of toluene in an autoclave having a stirrer. 82 mg of platinum-carbon catalyst together with 50 mg of hypophosphorous acid and 2 ml of deionised water are placed in a seperate glass vessel, and the mixture is stirred for 10 minutes. The catalyst suspension is then transferred to the autoclave, rinsing the gla... Isolated yield 94.8%. Reactants: Nc1cccc(Br)n1, CN(C)C=O, C[Sn](C)(C)c1ccc2nc(C(=O)Nc3ccccc3)cn2c1, c1ccc(P(c2ccccc2)(c2ccccc2)[Pd](P(c2ccccc2)(c2ccccc2)c2ccccc2)(P(c2ccccc2)(c2ccccc2)c2ccccc2)P(c2ccccc2)(c2ccccc2)c2ccccc2)cc1. The product is Nc1cccc(-c2ccc3nc(C(=O)Nc4ccccc4)cn3c2)n1. RXN SMILES: [Br:23][c:24]1[cH:25][cH:26][cH:27][c:28]([NH2:30])[n:29]1.[CH3:108][N:109]([CH3:110])[CH:111]=[O:112].[CH3:1][Sn:2]([c:3]1[cH:4][cH:5][c:6]2[n:7]([cH:8]1)[cH:9][c:10]([C:12](=[O:13])[NH:14][c:15]1[cH:16][cH:17][cH:18][cH:19][cH:20]1)[n:11]2)([CH3:21])[CH3:22].[cH:31]1[cH:32][cH:33][c:34]([P:35]([Pd:36]([P:37]([c:38]2[cH:39][cH:40][cH:41][cH:42][cH:43]2)([c:44]2[cH:45][cH:46][cH:47][cH:48][cH:49]2)[c:50]2[cH:51][cH:52][cH:53][cH:54][cH:55]2)([P:56]([c:57]2[cH:58][cH:59][cH:60][cH:61][cH:62]2)([c:63]2[cH:64][cH:65][cH:66][cH:67][cH:68]2)[c:69]2[cH:70][cH:71][cH:72][cH:73][cH:74]2)[P:75]([c:76]2[cH:77][cH:78][cH:79][cH:80][cH:81]2)([c:82]2[cH:83][cH:84][cH:85][cH:86][cH:87]2)[c:88]2[cH:89][cH:90][cH:91][cH:92][cH:93]2)([c:94]2[cH:95][cH:96][cH:97][cH:98][cH:99]2)[c:100]2[cH:101][cH:102][cH:103][cH:104][cH:105]2)[cH:106][cH:107]1>>[c:3]1(-[c:24]2[cH:25][cH:26][cH:27][c:28]([NH2:30])[n:29]2)[cH:4][cH:5][c:6]2[n:7]([cH:8]1)[cH:9][c:10]([C:12](=[O:13])[NH:14][c:15]1[cH:16][cH:17][cH:18][cH:19][cH:20]1)[n:11]2. Starting materials: C1(CC1)C1=C(C=NC=C1)NS(=O)(=O)C (N-(4-cyclopropylpyridin-3-yl)methanesulfonamide), C([O-])([O-])=O.[Cs+].[Cs+] (cesium carbonate), C(CC(C)C)I (isoamyl iodide). Run in C(C)(=O)OCC (ethyl acetate), CN(C=O)C (N,N-dimethylformamide). Reaction conditions: time 48 hour. The product is C1(CC1)C1=C(C=NC=C1)N(S(=O)(=O)C)CCC(C)C (N-(4-cyclopropylpyridin-3-yl)-N-isopentylmethanesulfonamide). Isolated yield 43.8%. Reaction SMILES: [CH:1]1([C:4]2[CH:9]=[CH:8][N:7]=[CH:6][C:5]=2[NH:10][S:11]([CH3:14])(=[O:13])=[O:12])[CH2:3][CH2:2]1.C(=O)([O-])[O-].[Cs+].[Cs+].[CH2:21](I)[CH2:22][CH:23]([CH3:25])[CH3:24]>CN(C)C=O.C(OCC)(=O)C>[CH:1]1([C:4]2[CH:9]=[CH:8][N:7]=[CH:6][C:5]=2[N:10]([CH2:21][CH2:22][CH:23]([CH3:25])[CH3:24])[S:11]([CH3:14])(=[O:12])=[O:13])[CH2:3][CH2:2]1 |f:1.2.3|. Reported procedure: A suspension of Example 17F (814 mg, 3.83 mmol) and cesium carbonate (1.87 g, 5.75 mmol) in N,N-dimethylformamide was treated with isoamyl iodide (555 μL, 835 mg, 4.22 mmol) followed by stirring at room temperature for 48 hours. The mixture was diluted with ethyl acetate and extracted with water (3×) and saturated sodium chloride solution. Drying (Na2SO4) and concentration in vacuo afforded an amber oil, which was chromatographed over a 50 g silica gel cartridge, eluting with 15-70% ethyl acetat... Solvent: C1(=CC=CC=C1)C (toluene), C(Cl)Cl (CH2Cl2), C(Cl)Cl (CH2Cl2). Reaction conditions: temperature 0 celsius, time 15 minute. Reactants: C(C)(C)N1CCNCC1 (1-isopropylpiperazine), [Al] (aluminum), [Al](C)(C)C (Al(CH3)3), ClC1=C(C=CC=C1)C1=CC(=CC2=C1COC(N2C2=C(C=CC=C2Cl)Cl)=O)C(=O)OC (methyl 5-(2-chlorophenyl)-1-(2,6-dichlorophenyl)-2-oxo-1,4-dihydro-2H-3,1-benzoxazine-7-carboxylate). Yields the product ClC1=C(C=CC=C1)C1=CC(=CC2=C1COC(N2C2=C(C=CC=C2Cl)Cl)=O)C(=O)N2CCN(CC2)C(C)C (5-(2-chlorophenyl)-1-(2,6-dichlorophenyl)-7-[(4-isopropylpiperazin-1-yl)carbonyl]-1,4-dihydro-2H-3,1-benzoxazin-2-one). Reported procedure: To a dry flask charged with anhydrous CH2Cl2 (1 mL) was added 1-isopropylpiperazine (0.057 mL, 0.434 mmol, 2 eq). The mixture was cooled to 0° C. under nitrogen. To this cooled mixture was added Al(CH3)3 (0.217 mL of a 2M toluene solution, 0.434 mmol, 2 eq). After 15 min, methyl 5-(2-chlorophenyl)-1-(2,6-dichlorophenyl)-2-oxo-1,4-dihydro-2H-3,1-benzoxazine-7-carboxylate (100 mg, 0.217 mmol, 1 eq) was dissolved in CH2Cl2 (1 mL) and added to the aluminum reagent at 0° C. under nitrogen. After 2 mi... Reaction SMILES: [CH:1]([N:4]1[CH2:9][CH2:8][NH:7][CH2:6][CH2:5]1)([CH3:3])[CH3:2].[Al](C)(C)C.[Cl:14][C:15]1[CH:20]=[CH:19][CH:18]=[CH:17][C:16]=1[C:21]1[C:26]2[CH2:27][O:28][C:29](=[O:39])[N:30]([C:31]3[C:36]([Cl:37])=[CH:35][CH:34]=[CH:33][C:32]=3[Cl:38])[C:25]=2[CH:24]=[C:23]([C:40](OC)=[O:41])[CH:22]=1.[Al]>C(Cl)Cl.C1(C)C=CC=CC=1>[Cl:14][C:15]1[CH:20]=[CH:19][CH:18]=[CH:17][C:16]=1[C:21]1[C:26]2[CH2:27][O:28][C:29](=[O:39])[N:30]([C:31]3[C:36]([Cl:37])=[CH:35][CH:34]=[CH:33][C:32]=3[Cl:38])[C:25]=2[CH:24]=[C:23]([C:40]([N:7]2[CH2:8][CH2:9][N:4]([CH:1]([CH3:3])[CH3:2])[CH2:5][CH2:6]2)=[O:41])[CH:22]=1. Starting materials: NC1=NC(=C(C(=N1)Cl)C=O)Cl (2-amino-4,6-dichloropyrimidine-5-carbaldehyde), C(CCCC)N (pentylamine), TEA. Run in CO (MeOH). The product is NC1=NC(=C(C(=N1)Cl)C=O)NCCCCC (2-Amino-4-chloro-6-(pentylamino)pyrimidine-5-carbaldehyde). RXN SMILES: [NH2:1][C:2]1[N:7]=[C:6](Cl)[C:5]([CH:9]=[O:10])=[C:4]([Cl:11])[N:3]=1.[CH2:12]([NH2:17])[CH2:13][CH2:14][CH2:15][CH3:16]>CO>[NH2:1][C:2]1[N:3]=[C:4]([Cl:11])[C:5]([CH:9]=[O:10])=[C:6]([NH:17][CH2:12][CH2:13][CH2:14][CH2:15][CH3:16])[N:7]=1. Procedure details: A mixture of 2-amino-4,6-dichloropyrimidine-5-carbaldehyde (30 g), pentylamine (18.5 ml) and TEA (22 ml) in MeOH (600 ml) were heated under reflux for 3 h then partitioned between EtOAc/water. The organics were separated, washed with water, dried and evaporated under reduced pressure. The residue was triturated with ether/iso-hexane to afford the subtitle compound, 20 g.